From a dataset of the Open Reaction Database (ORD), a public repository of structured organic reaction records. describe an organic reaction: reactants, conditions, products, and yield Reactants: O (Water), Cl (hydrochloric acid), CSC(C(=O)O)(C)C1=CC(=CC=C1)OC1=CC=CC=C1 (α-methylthio-α-(m-phenoxyphenyl)propionic acid), O (Water). Reagents/catalysts: [Zn] (zinc). The solvent is C(C)OCC (diethyl ether). Product: O(C1=CC=CC=C1)C=1C=C(C=CC1)C(C(=O)O)C (α-(m-phenoxyphenyl)propionic acid). The yield is 100.3%. Reaction SMILES: O.Cl.CS[C:5]([C:10]1[CH:15]=[CH:14][CH:13]=[C:12]([O:16][C:17]2[CH:22]=[CH:21][CH:20]=[CH:19][CH:18]=2)[CH:11]=1)([CH3:9])[C:6]([OH:8])=[O:7]>[Zn].C(OCC)C>[O:16]([C:12]1[CH:11]=[C:10]([CH:5]([CH3:9])[C:6]([OH:8])=[O:7])[CH:15]=[CH:14][CH:13]=1)[C:17]1[CH:18]=[CH:19][CH:20]=[CH:21][CH:22]=1. Reported procedure: Water (1.5 ml) and 1.5 ml of conc. hydrochloric acid were added to 432 mg of α-methylthio-α-(m-phenoxyphenyl)propionic acid, and then 300 mg of zinc powder was added. With stirring, the mixture was heated under reflux for 2.5 hours. Water (10 ml) and 30 ml of diethyl ether were added to the reaction mixture. The insoluble matter was separated by filtration. The filtrate was extracted three times with 80 ml of diethyl ether. The organic layer was washed with 10 ml of water, and dried over anhydro... The reactants are FC1=CC(=C(OC[C@H](C)N)C=C1)C(F)(F)F ((2S)-1-[4-fluoro-2-(trifluoromethyl)phenoxy]propan-2-amine), [Si](C)(C)(C(C)(C)C)OCC=O ({[tert-butyl(dimethyl)silyl]oxy}acetaldehyde), ClCCl (dichloromethane), (2S)—N-(2-{[tert-butyl(dimethyl)silyl]oxy}ethyl), C(C)(=O)O[BH-](OC(C)=O)OC(C)=O.[Na+] (sodium triacetoxyborohydride), ClCCl (dichloromethane). Reaction conditions: time 2 hour. The product is Cl.FC1=CC(=C(OC[C@H](C)NCCO)C=C1)C(F)(F)F (2-({(2S)-1-[4-Fluoro-2-(trifluoromethyl)phenoxy]propan-2-yl}amino)ethanol, hydrochloride salt). Reaction SMILES: [F:1][C:2]1[CH:12]=[CH:11][C:5]([O:6][CH2:7][C@@H:8]([NH2:10])[CH3:9])=[C:4]([C:13]([F:16])([F:15])[F:14])[CH:3]=1.[Si]([O:24][CH2:25][CH:26]=O)(C(C)(C)C)(C)C.C(O[BH-](OC(=O)C)OC(=O)C)(=O)C.[Na+].[Cl:42]CCl>>[ClH:42].[F:1][C:2]1[CH:12]=[CH:11][C:5]([O:6][CH2:7][C@@H:8]([NH:10][CH2:26][CH2:25][OH:24])[CH3:9])=[C:4]([C:13]([F:14])([F:15])[F:16])[CH:3]=1 |f:2.3,5.6|. Procedure: Synthesis of (2S)—N-(2-{[tert-butyl(dimethyl)silyl]oxy}ethyl)-1-[(4-fluoro-2-(trifluoromethyl)phenoxy]propan-2-amine (C8). To a solution of (2S)-1-[4-fluoro-2-(trifluoromethyl)phenoxy]propan-2-amine (C7) (785 mg, 3.31 mmol) in dichloromethane (15 mL) was added {[tert-butyl(dimethyl)silyl]oxy}acetaldehyde (577 mg, 3.31 mmol). After 2 hours, sodium triacetoxyborohydride was added portion-wise. The reaction mixture was allowed to stir at room temperature overnight, then taken up in dichloromethane ... Reactants: CCOC(=O)CC(=O)OCC, BrCCc1ccccc1, CC(C)(C)[O-], CN(C)C=O, [K+]. The product is CCOC(=O)C(CCc1ccccc1)C(=O)OCC. As a reaction SMILES: [C:7]([CH2:8][C:9](=[O:10])[O:11][CH2:12][CH3:13])(=[O:14])[O:15][CH2:16][CH3:17].[CH2:18]([CH2:19][c:20]1[cH:21][cH:22][cH:23][cH:24][cH:25]1)[Br:26].[CH3:1][C:2]([CH3:3])([O-:4])[CH3:5].[CH3:27][N:28]([CH3:29])[CH:30]=[O:31].[K+:6]>>[C:7]([CH:8]([C:9](=[O:10])[O:11][CH2:12][CH3:13])[CH2:18][CH2:19][c:20]1[cH:21][cH:22][cH:23][cH:24][cH:25]1)(=[O:14])[O:15][CH2:16][CH3:17]. Reactants: ClCCl, CC(C)(C)C1Cc2cc(NC(=O)C3(c4ccc5c(c4)OCO5)CC3)c(F)cc2N1, O=CC1CCCOC1. The product is CC(C)(C)C1Cc2cc(NC(=O)C3(c4ccc5c(c4)OCO5)CC3)c(F)cc2N1CC1CCCOC1. As a reaction SMILES: [Cl:38][CH2:39][Cl:40].[O:1]1[CH2:2][O:3][c:4]2[c:5]1[cH:6][cH:7][c:8]([C:10]1([C:13](=[O:14])[NH:15][c:16]3[cH:17][c:18]4[c:22]([cH:23][c:24]3[F:25])[NH:21][CH:20]([C:26]([CH3:27])([CH3:28])[CH3:29])[CH2:19]4)[CH2:11][CH2:12]1)[cH:9]2.[O:30]1[CH2:31][CH:32]([CH:36]=[O:37])[CH2:33][CH2:34][CH2:35]1>>[O:1]1[CH2:2][O:3][c:4]2[c:5]1[cH:6][cH:7][c:8]([C:10]1([C:13](=[O:14])[NH:15][c:16]3[cH:17][c:18]4[c:22]([cH:23][c:24]3[F:25])[N:21]([CH2:36][CH:32]3[CH2:31][O:30][CH2:35][CH2:34][CH2:33]3)[CH:20]([C:26]([CH3:27])([CH3:28])[CH3:29])[CH2:19]4)[CH2:11][CH2:12]1)[cH:9]2. Reactants: Cc1cc(I)cc(C(C)(C)C)c1, ClC(Cl)(Cl)Cl, C1COCCN1, CC(C)(C#N)N=NC(C)(C)C#N, O=C1CCC(=O)N1Br. Yields the product CC(C)(C)c1cc(I)cc(CN2CCOCC2)c1. Reaction SMILES: [C:1]([CH3:2])([CH3:3])([CH3:4])[c:5]1[cH:6][c:7]([I:12])[cH:8][c:9]([CH3:11])[cH:10]1.[C:39]([Cl:40])([Cl:41])([Cl:42])[Cl:43].[CH2:33]1[CH2:34][O:35][CH2:36][CH2:37][NH:38]1.[N:21]#[C:22][C:23]([N:24]=[N:25][C:26]([C:27]#[N:28])([CH3:29])[CH3:30])([CH3:31])[CH3:32].[O:13]=[C:14]1[N:15]([Br:16])[C:17](=[O:18])[CH2:19][CH2:20]1>>[C:1]([CH3:2])([CH3:3])([CH3:4])[c:5]1[cH:6][c:7]([I:12])[cH:8][c:9]([CH2:11][N:38]2[CH2:33][CH2:34][O:35][CH2:36][CH2:37]2)[cH:10]1. Reactants: Cl.Cl.CC(C1=CC=CC=C1)[C@@H]1N2CCC([C@H]1N)CC2 ((R)-α-methylbenzyl-(S)-3-aminoquinuclidine dihydrochloride), [OH-].[Na+] (NaOH). Solvent: O (water), CO (methanol). Reaction conditions: time 5 minute. Yields the product CC(C1=CC=CC=C1)[C@@H]1N2CCC([C@H]1N)CC2 ((R)-α-methylbenzyl-(S)-3-aminoquinuclidine). The yield is 86.7%. RXN SMILES: Cl.Cl.[CH3:3][CH:4]([C@H:11]1[C@H:16]([NH2:17])[CH:15]2[CH2:18][CH2:19][N:12]1[CH2:13][CH2:14]2)[C:5]1[CH:10]=[CH:9][CH:8]=[CH:7][CH:6]=1.[OH-].[Na+]>O.CO>[CH3:3][CH:4]([C@H:11]1[C@H:16]([NH2:17])[CH:15]2[CH2:14][CH2:13][N:12]1[CH2:19][CH2:18]2)[C:5]1[CH:6]=[CH:7][CH:8]=[CH:9][CH:10]=1 |f:0.1.2,3.4|. Reported procedure: To a solution of 4.5 g (0.15 mol) of (R)-α-methylbenzyl-(S)-3-aminoquinuclidine dihydrochloride in 10 ml of water and 5 ml of methanol was added 2.4 g (0.03 mol) of 50% NaOH. This solution was stirred for five minutes and then extracted with toluene (2×20 ml). The toluene extracts were combined, washed with 40 ml of water and dried with magnesium sulfate. The solvent was then removed under vacuum to yield 3.1 g (0.13 mol) (90%) of (R)-α-methylbenzyl-(S)-3-aminoquinuclidine as the free base. This... Starting materials: COC(=O)COc1ccc(NC(=O)COCc2ccccc2)cc1, CO. The product is COC(=O)COc1ccc(NC(=O)CO)cc1. Reaction SMILES: [CH3:1][O:2][C:3]([CH2:4][O:5][c:6]1[cH:7][cH:8][c:9]([NH:12][C:13]([CH2:14][O:15][CH2:16][c:17]2[cH:18][cH:19][cH:20][cH:21][cH:22]2)=[O:23])[cH:10][cH:11]1)=[O:24].[CH3:25][OH:26]>>[CH3:1][O:2][C:3]([CH2:4][O:5][c:6]1[cH:7][cH:8][c:9]([NH:12][C:13]([CH2:14][OH:15])=[O:23])[cH:10][cH:11]1)=[O:24].